Dataset: the Open Reaction Database (ORD), a public repository of structured organic reaction records. Task: describe an organic reaction: reactants, conditions, products, and yield Starting materials: C(#N)N=C(OC(C)C)C=1C=NC=CC1 (Isopropyl N cyano-3-pyridinecarboximidate), CC1=CC=C(CN)C=C1 (4-methylbenzylamine). The solvent is CO (methanol). Run at time 30 minute. Product: C(#N)NC(=NCC1=CC=C(C=C1)C)C=1C=NC=CC1 (N-cyano-N'-(4-methylbenzyl)-3-pyridinecarboximidamide). The yield is 92.3%. RXN SMILES: [C:1]([N:3]=[C:4]([C:9]1[CH:10]=[N:11][CH:12]=[CH:13][CH:14]=1)OC(C)C)#[N:2].[CH3:15][C:16]1[CH:23]=[CH:22][C:19]([CH2:20][NH2:21])=[CH:18][CH:17]=1>CO>[C:1]([NH:3][C:4]([C:9]1[CH:10]=[N:11][CH:12]=[CH:13][CH:14]=1)=[N:21][CH2:20][C:19]1[CH:22]=[CH:23][C:16]([CH3:15])=[CH:17][CH:18]=1)#[N:2]. Procedure: Isopropyl N cyano-3-pyridinecarboximidate (0.50 g, 2.6 mmol) was dissolved in methanol (5 ml), and 4-methylbenzylamine (0.35 g, 2.9 mmol) was added. The mixture was stirred at room temperature for 30 minutes. After the reaction was completed, the reaction solution was concentrated under reduced pressure, and the concentrated residue thus obtained was crystallized from diethyl ether to give the title compound (0.60 g, 2.4 mmol, yield: 91%) as colorless powder. The reactants are Cc1oc(-c2ccc(Br)cc2)nc1CCN1CCCC1C, O=C([O-])[O-], COc1ncc(B(O)O)cn1, CC#N, [K+], [K+], CC(=O)[O-], CC(=O)[O-], O, [Pd+2], c1ccc(P(c2ccccc2)c2ccccc2)cc1. Product: COc1ncc(-c2ccc(-c3nc(CCN4CCCC4C)c(C)o3)cc2)cn1. As a reaction SMILES: [Br:31][c:32]1[cH:33][cH:34][c:35](-[c:38]2[o:39][c:40]([CH3:51])[c:41]([CH2:43][CH2:44][N:45]3[CH:46]([CH3:50])[CH2:47][CH2:48][CH2:49]3)[n:42]2)[cH:36][cH:37]1.[C:52](=[O:53])([O-:54])[O-:55].[CH3:20][O:21][c:22]1[n:23][cH:24][c:25]([B:28]([OH:29])[OH:30])[cH:26][n:27]1.[CH3:68][C:69]#[N:70].[K+:56].[K+:57].[O-:59][C:60]([CH3:61])=[O:62].[O-:63][C:64]([CH3:65])=[O:66].[OH2:67].[Pd+2:58].[c:1]1([P:2]([c:3]2[cH:4][cH:5][cH:6][cH:7][cH:8]2)[c:9]2[cH:10][cH:11][cH:12][cH:13][cH:14]2)[cH:15][cH:16][cH:17][cH:18][cH:19]1>>[CH3:20][O:21][c:22]1[n:23][cH:24][c:25](-[c:32]2[cH:33][cH:34][c:35](-[c:38]3[o:39][c:40]([CH3:51])[c:41]([CH2:43][CH2:44][N:45]4[CH:46]([CH3:50])[CH2:47][CH2:48][CH2:49]4)[n:42]3)[cH:36][cH:37]2)[cH:26][n:27]1. As a reaction SMILES: [C:1]([N:3]=[C:4]([C:9]1[CH:10]=[N:11][CH:12]=[CH:13][CH:14]=1)OC(C)C)#[N:2].[C:15]1([CH:21]([C:24]2[CH:29]=[CH:28][CH:27]=[CH:26][CH:25]=2)[CH2:22][NH2:23])[CH:20]=[CH:19][CH:18]=[CH:17][CH:16]=1>CO>[C:1]([NH:3][C:4]([C:9]1[CH:10]=[N:11][CH:12]=[CH:13][CH:14]=1)=[N:23][CH2:22][CH:21]([C:15]1[CH:20]=[CH:19][CH:18]=[CH:17][CH:16]=1)[C:24]1[CH:29]=[CH:28][CH:27]=[CH:26][CH:25]=1)#[N:2]. Starting materials: C(#N)N=C(OC(C)C)C=1C=NC=CC1 (Isopropyl N-cyano-3-pyridinecarboximidate), C1(=CC=CC=C1)C(CN)C1=CC=CC=C1 (2,2- diphenylethylamine). Run at time 2 hour. Yields the product C(#N)NC(=NCC(C1=CC=CC=C1)C1=CC=CC=C1)C=1C=NC=CC1 (N-cyano-N'-(2,2-diphenylethyl)-3-pyridinecarboximidamide). Reported procedure: Isopropyl N-cyano-3-pyridinecarboximidate (0.50 g, 2.6 mmol) was dissolved .in methanol (10 ml), and 2,2- diphenylethylamine (0.58 g, 2.9 mmol) was added. The mixture was stirred at room temperature for 2 hours. After the reaction was completed, the reaction solution was concentrated under reduced pressure. The residual concentrate thus obtained was subjected to chromatography on a silica gel column (WAKO GEL C-200, 30 g) eluting with chloroform-methanol (100:1). The eluted fractions were concen... Isolated yield 73.1%. Run in CO (methanol). Starting materials: CC1(C)C(C=C(Cl)Cl)C1C(=O)O, O=C(Cl)C(=O)Cl, N, BrCc1cccc(Oc2ccccc2)c1. Product: CC1(C)C(C=C(Cl)Cl)C1C(=N)OCc1cccc(Oc2ccccc2)c1. Reaction SMILES: [CH3:1][C:2]1([CH3:3])[CH:4]([CH:5]=[C:6]([Cl:7])[Cl:8])[CH:9]1[C:10]([OH:11])=[O:12].[Cl:13][C:14]([C:15]([Cl:16])=[O:17])=[O:18].[NH3:19].[O:20]([c:21]1[cH:22][cH:23][cH:24][cH:25][cH:26]1)[c:27]1[cH:28][c:29]([CH2:30][Br:31])[cH:32][cH:33][cH:34]1>>[CH3:1][C:2]1([CH3:3])[CH:4]([CH:5]=[C:6]([Cl:7])[Cl:8])[CH:9]1[C:10]([O:12][CH2:30][c:29]1[cH:28][c:27]([O:20][c:21]2[cH:22][cH:23][cH:24][cH:25][cH:26]2)[cH:34][cH:33][cH:32]1)=[NH:19]. Reaction SMILES: Cl.[C:2]([CH2:5][CH2:6][CH2:7][CH:8]1[C:20]2[NH:19][C:18]3[C:13](=[CH:14][CH:15]=[CH:16][CH:17]=3)[C:12]=2[CH2:11][CH2:10][N:9]1[CH2:21][CH3:22])([OH:4])=[O:3].C(=O)(O)[O-].[Na+].[CH2:28](O)[CH3:29]>>[CH2:28]([O:3][C:2]([CH2:5][CH2:6][CH2:7][CH:8]1[C:20]2[NH:19][C:18]3[C:13](=[CH:14][CH:15]=[CH:16][CH:17]=3)[C:12]=2[CH2:11][CH2:10][N:9]1[CH2:21][CH3:22])=[O:4])[CH3:29] |f:2.3|. Reported procedure: 15 ml of ethanol and 3 ml of 10% ethanolic hydrogen chloride were added to 2.86 g of 1,2,3,4-tetrahydro-1-(3-carboxypropyl)-2-ethyl-β-carboline, and the mixture was refluxed for 2 hours. After the reaction was completed, the mixture was evaporated under reduced pressure to remove solvent. The residue thus obtained was alkalified with an aqueous saturated sodium bicarbonate solution and then extracted with ethyl acetate. The extract was washed with water, dried and evaporated to remove solvent. 2... The reactants are Cl (hydrogen chloride), C(=O)(O)CCCC1N(CCC=2C3=CC=CC=C3NC12)CC (1,2,3,4-tetrahydro-1-(3-carboxypropyl)-2-ethyl-β-carboline), C(C)O (ethanol), C([O-])(O)=O.[Na+] (sodium bicarbonate). Isolated yield 85.0%. Yields the product C(C)OC(=O)CCCC1N(CCC=2C3=CC=CC=C3NC12)CC (1,2,3,4-tetrahydro-1-(3-ethoxycarbonylpropyl)-2-ethyl-β-carboline).